Dataset: the Open Reaction Database (ORD), a public repository of structured organic reaction records. Task: describe an organic reaction: reactants, conditions, products, and yield Reactants: Cc1nc2c([N+](=O)[O-])cc(Br)cc2n1C, CCCCCCC, CO, Cl[Fe](Cl)Cl, NN, O. Product: Cc1nc2c(N)cc(Br)cc2n1C. As a reaction SMILES: [Br:1][c:2]1[cH:3][c:4]([N+:13]([O-:14])=[O:15])[c:5]2[c:6]([n:7]([CH3:11])[c:8]([CH3:10])[n:9]2)[cH:12]1.[CH3:19][CH2:20][CH2:21][CH2:22][CH2:23][CH2:24][CH3:25].[CH3:26][OH:27].[Cl:28][Fe:29]([Cl:30])[Cl:31].[NH2:17][NH2:18].[OH2:16]>>[Br:1][c:2]1[cH:3][c:4]([NH2:13])[c:5]2[c:6]([n:7]([CH3:11])[c:8]([CH3:10])[n:9]2)[cH:12]1. Starting materials: ClC1=NC(=C2N=CN(C2=N1)C1CCCC1)Cl (2,6-dichloro-9-cyclopentylpurine), C[C@H](C1=CC=CC=C1)N ((R)-α-methylbenzylamine). Solvent: C(C)N(CC)CC (triethylamine). Yields the product ClC1=NC(=C2N=CN(C2=N1)C1CCCC1)NC(C1=CC=CC=C1)C (2-Chloro-6-[(α-methylbenzyl)amino]-9-cyclopentylpurine). RXN SMILES: [Cl:1][C:2]1[N:10]=[C:9]2[C:5]([N:6]=[CH:7][N:8]2[CH:11]2[CH2:15][CH2:14][CH2:13][CH2:12]2)=[C:4](Cl)[N:3]=1.[CH3:17][C@@H:18]([NH2:25])[C:19]1[CH:24]=[CH:23][CH:22]=[CH:21][CH:20]=1>C(N(CC)CC)C>[Cl:1][C:2]1[N:10]=[C:9]2[C:5]([N:6]=[CH:7][N:8]2[CH:11]2[CH2:15][CH2:14][CH2:13][CH2:12]2)=[C:4]([NH:25][CH:18]([CH3:17])[C:19]2[CH:24]=[CH:23][CH:22]=[CH:21][CH:20]=2)[N:3]=1. Procedure details: 2-Chloro-6-[(α-methylbenzyl)amino]-9-cyclopentylpurine is prepared from 2,6-dichloro-9-cyclopentylpurine, (R)-α-methylbenzylamine, and triethylamine essentially as described above in Example 1, Scheme A, step b. The reactants are O=C([O-])[O-], CCC(CC)c1cc(C)nn2c(I)c(C)nc12, Cc1cn2nc(C)ccc2n1, CCOC(C)=O, [Cs+], [Cs+], CC(=O)[O-], CC(=O)[O-], CN(C)C=O, [Pd+2], c1ccc(P(c2ccccc2)c2ccccc2)cc1. Yields the product CCC(CC)c1cc(C)nn2c(-c3c(C)nc4ccc(C)nn34)c(C)nc12. RXN SMILES: [C:48](=[O:49])([O-:50])[O-:51].[CH2:12]([CH3:13])[CH:14]([CH2:15][CH3:16])[c:17]1[c:18]2[n:19]([n:20][c:21]([CH3:23])[cH:22]1)[c:24]([I:28])[c:25]([CH3:27])[n:26]2.[CH3:1][c:2]1[n:3][c:4]2[n:5]([n:6][c:7]([CH3:10])[cH:8][cH:9]2)[cH:11]1.[CH3:59][CH2:60][O:61][C:62]([CH3:63])=[O:64].[Cs+:52].[Cs+:53].[O-:66][C:67]([CH3:68])=[O:69].[O-:70][C:71]([CH3:72])=[O:73].[O:54]=[CH:55][N:56]([CH3:57])[CH3:58].[Pd+2:65].[c:29]1([P:30]([c:31]2[cH:32][cH:33][cH:34][cH:35][cH:36]2)[c:37]2[cH:38][cH:39][cH:40][cH:41][cH:42]2)[cH:43][cH:44][cH:45][cH:46][cH:47]1>>[CH3:1][c:2]1[n:3][c:4]2[n:5]([n:6][c:7]([CH3:10])[cH:8][cH:9]2)[c:11]1-[c:24]1[n:19]2[c:18]([c:17]([CH:14]([CH2:12][CH3:13])[CH2:15][CH3:16])[cH:22][c:21]([CH3:23])[n:20]2)[n:26][c:25]1[CH3:27]. Reported procedure: Compound 251 was prepared according to the procedure similar to that described in Scheme III from N-(3,4-dinitrophenyl)-4-piperazinylbenzamide and 4-(4-(4-methylpiperazinyl)phenyl)aminocarbonylbenzaldehyde. [M+H]+ calcd for C35H36N8O2: 601.30; found: 601.19. Reaction SMILES: [N+:1]([C:4]1[CH:5]=[C:6]([NH:13][C:14](=[O:27])[C:15]2[CH:20]=[CH:19][C:18]([N:21]3[CH2:26][CH2:25][NH:24][CH2:23][CH2:22]3)=[CH:17][CH:16]=2)[CH:7]=[CH:8][C:9]=1[N+:10]([O-])=O)([O-])=O.C[N:29]1[CH2:34][CH2:33][N:32]([C:35]2[CH:40]=[CH:39][C:38]([NH:41][C:42]([C:44]3[CH:51]=[CH:50][C:47]([CH:48]=O)=[CH:46][CH:45]=3)=[O:43])=[CH:37][CH:36]=2)[CH2:31][CH2:30]1>>[N:21]1([C:18]2[CH:19]=[CH:20][C:15]([C:14]([NH:13][C:6]3[CH:7]=[CH:8][C:9]4[NH:10][C:48]([C:47]5[CH:50]=[CH:51][C:44]([C:42](=[O:43])[NH:41][C:38]6[CH:39]=[CH:40][C:35]([N:32]7[CH2:31][CH2:30][NH:29][CH2:34][CH2:33]7)=[CH:36][CH:37]=6)=[CH:45][CH:46]=5)=[N:1][C:4]=4[CH:5]=3)=[O:27])=[CH:16][CH:17]=2)[CH2:26][CH2:25][NH:24][CH2:23][CH2:22]1. Starting materials: [N+](=O)([O-])C=1C=C(C=CC1[N+](=O)[O-])NC(C1=CC=C(C=C1)N1CCNCC1)=O (N-(3,4-dinitrophenyl)-4-piperazinylbenzamide), CN1CCN(CC1)C1=CC=C(C=C1)NC(=O)C1=CC=C(C=O)C=C1 (4-(4-(4-methylpiperazinyl)phenyl)aminocarbonylbenzaldehyde). The product is N1(CCNCC1)C1=CC=C(C(=O)NC2=CC3=C(NC(=N3)C3=CC=C(C=C3)C(NC3=CC=C(C=C3)N3CCNCC3)=O)C=C2)C=C1 (4-(piperazin-1-yl)-N-(2-(4-((4-(piperazin-1-yl)phenyl)carbamoyl)phenyl)-1H-benzo[d]imidazol-5-yl)benzamide). Starting materials: C([O-])([O-])=O.[Na+].[Na+] (sodium carbonate), O.O.O.O.O.[O-][Si](=O)[O-].[Na+].[Na+] (sodium metasilicate pentahydrate), O.O.O.O.O.O.O.S(=O)(=O)([O-])[O-].[Mg+2] (magnesium sulfate heptahydrate). Solvent: OO (hydrogen peroxide). The product is C(=O)([O-])[O-].C(=O)([O-])[O-].OO.OO.OO.[Na+].[Na+].[Na+].[Na+] (sodium percarbonate). As a reaction SMILES: [C:1](=[O:4])([O-:3])[O-:2].[Na+:5].[Na+].[OH2:7].[OH2:8].O.O.O.[O-][Si]([O-])=O.[Na+].[Na+].O.O.O.O.O.O.O.S([O-])([O-])(=O)=O.[Mg+2]>OO>[C:1]([O-:4])([O-:3])=[O:2].[C:1]([O-:4])([O-:3])=[O:2].[OH:7][OH:8].[OH:7][OH:8].[OH:7][OH:8].[Na+:5].[Na+:5].[Na+:5].[Na+:5] |f:0.1.2,3.4.5.6.7.8.9.10,11.12.13.14.15.16.17.18.19,21.22.23.24.25.26.27.28.29|. Procedure details: In the same manner as in EXAMPLE 2, 100 g of sodium carbonate and 1.4 g of sodium metasilicate pentahydrate were charged into a reactor. Then, 0.6 g of magnesium sulfate heptahydrate was dissolved in 80 g of 60% hydrogen peroxide solution to give sodium percarbonate. Starting materials: [Si](C1=CC=CC=C1)(C1=CC=CC=C1)(C(C)(C)C)OC(C=O)C (2-(tert-butyldiphenylsilyloxy)propan-1-one), NCCC[C@]1(SC(=NN1C([C@H](C)OC)=O)C1=C(C=CC(=C1)F)F)C1=CC=CC=C1 ((S)-1-((S)-2-(3-aminopropyl)-5-(2,5-difluorophenyl)-2-phenyl-1,3,4-thiadiazol-3(2H)-yl)-2-methoxypropan-1-one). Yields the product NCCC[C@@]1(SC(=NN1C([C@H](C)OC)=O)C1=C(C=CC(=C1)F)F)C1=CC=CC=C1 ((S)-1-((R)-2-(3-aminopropyl)-5-(2,5-difluorophenyl)-2-phenyl-1,3,4-thiadiazol-3(2H)-yl)-2-methoxypropan-1-one). RXN SMILES: [Si](OC(C)C=O)(C(C)(C)C)(C1C=CC=CC=1)C1C=CC=CC=1.[NH2:23][CH2:24][CH2:25][CH2:26][C@:27]1([C:46]2[CH:51]=[CH:50][CH:49]=[CH:48][CH:47]=2)[N:31]([C:32](=[O:37])[C@@H:33]([O:35][CH3:36])[CH3:34])[N:30]=[C:29]([C:38]2[CH:43]=[C:42]([F:44])[CH:41]=[CH:40][C:39]=2[F:45])[S:28]1>>[NH2:23][CH2:24][CH2:25][CH2:26][C@@:27]1([C:46]2[CH:51]=[CH:50][CH:49]=[CH:48][CH:47]=2)[N:31]([C:32](=[O:37])[C@@H:33]([O:35][CH3:36])[CH3:34])[N:30]=[C:29]([C:38]2[CH:43]=[C:42]([F:44])[CH:41]=[CH:40][C:39]=2[F:45])[S:28]1. Procedure details: Prepared as described in Example 5. Steps A-G, using (S)-1-((R)-2-(3-azidopropyl)-5-(2,5-difluorophenyl)-1)-2-phenyl-1,3,4-thiadiazol-3(2H)-yl)-2-(tert-butyldiphenylsilyloxy)propan-1-one from Step C. MS ESI (+) m/z 420 (M+1) detected; 1H NMR (400 MHz, CDCl3) δ 7.51 (m, 1H), 7.44 (m, 2H), 7.36 (m, 2H), 7.29 (m, 1H), 7.12 (m, 2H), 4.71 (q, 1H, J=6 Hz), 3.32 (s, 3H), 3.23 (m, 1H), 2.84 (m, 2H), 2.43 (m, 1H), 1.93 (m, 1H), 1.50 (d, 3H, J=6 Hz), 1.44 (m, 2H), 1.34 (m, 1H). Stereochemistry was assigne... Yields the product Cc1cc2c(Br)cncc2n1S(=O)(=O)c1ccccc1. Starting materials: C1CCOC1, CI, CC(C)[N-]C(C)C, [Li+], O=S(=O)(c1ccccc1)n1ccc2c(Br)cncc21. Reaction SMILES: [CH2:30]1[O:31][CH2:32][CH2:33][CH2:34]1.[CH3:28][I:29].[CH:20]([N-:21][CH:22]([CH3:23])[CH3:24])([CH3:25])[CH3:26].[Li+:27].[c:1]1([S:7](=[O:8])(=[O:9])[n:10]2[cH:11][cH:12][c:13]3[c:14]2[cH:15][n:16][cH:17][c:18]3[Br:19])[cH:2][cH:3][cH:4][cH:5][cH:6]1>>[c:1]1([S:7](=[O:8])(=[O:9])[n:10]2[c:11]([CH3:20])[cH:12][c:13]3[c:14]2[cH:15][n:16][cH:17][c:18]3[Br:19])[cH:2][cH:3][cH:4][cH:5][cH:6]1. Reactants: ClC1=C2C=C(NC2=NC=C1)C(=O)OC (methyl 4-chloro-7-azaindole-2-carboxylate), OB(C=1C=C(C(=O)OC(C)(C)C)C=CC1)C (tert-butyl 3-(hydroxy(methyl)boryl)benzoate), P(=O)([O-])([O-])[O-].[K+].[K+].[K+] (potassium phosphate), O (water). Reagents/catalysts: [Pd].C1(=CC=CC=C1)P(C1=CC=CC=C1)C1=CC=CC=C1.C1(=CC=CC=C1)P(C1=CC=CC=C1)C1=CC=CC=C1.C1(=CC=CC=C1)P(C1=CC=CC=C1)C1=CC=CC=C1.C1(=CC=CC=C1)P(C1=CC=CC=C1)C1=CC=CC=C1 (tetrakis(triphenylphosphine) palladium). Solvent: O1CCOCC1 (p-dioxane). The product is C(C)(C)(C)OC(=O)C=1C=C(C=CC1)C1=C2C(=NC=C1)NC(=C2)C(=O)OC (methyl 4-(3-(tert-butoxycarbonyl)phenyl)-1H-pyrrolo[2,3-b]pyridine-2-carboxylate). The yield is 87.5%. RXN SMILES: Cl[C:2]1[CH:10]=[CH:9][N:8]=[C:7]2[C:3]=1[CH:4]=[C:5]([C:11]([O:13][CH3:14])=[O:12])[NH:6]2.OB(C)[C:17]1[CH:18]=[C:19]([CH:27]=[CH:28][CH:29]=1)[C:20]([O:22][C:23]([CH3:26])([CH3:25])[CH3:24])=[O:21].P([O-])([O-])([O-])=O.[K+].[K+].[K+].O>O1CCOCC1.[Pd].C1(P(C2C=CC=CC=2)C2C=CC=CC=2)C=CC=CC=1.C1(P(C2C=CC=CC=2)C2C=CC=CC=2)C=CC=CC=1.C1(P(C2C=CC=CC=2)C2C=CC=CC=2)C=CC=CC=1.C1(P(C2C=CC=CC=2)C2C=CC=CC=2)C=CC=CC=1>[C:23]([O:22][C:20]([C:19]1[CH:18]=[C:17]([C:2]2[CH:10]=[CH:9][N:8]=[C:7]3[NH:6][C:5]([C:11]([O:13][CH3:14])=[O:12])=[CH:4][C:3]=23)[CH:29]=[CH:28][CH:27]=1)=[O:21])([CH3:26])([CH3:24])[CH3:25] |f:2.3.4.5,8.9.10.11.12|. Reported procedure: A stirred slurry of methyl 4-chloro-7-azaindole-2-carboxylate (100 mg, 0.48 mmol), tert-butyl 3-(hydroxy(methyl)boryl)benzoate (137 mg, 0.62 mmol), potassium phosphate (309 mg, 1.42 mmol), tetrakis(triphenylphosphine) palladium (28 mg, 0.02 mmol) in p-dioxane (3 mL)/water (1 mL) were heated at 100° C. for 15 hr. The reaction mixture was cooled, concentrated in vacuo and flash chromatographed (0-100% ethyl acetate:heptanes) to afford methyl 4-(3-(tert-butoxycarbonyl)phenyl)-1H-pyrrolo[2,3-b]pyrid...